Dataset: the Open Reaction Database (ORD), a public repository of structured organic reaction records. Task: describe an organic reaction: reactants, conditions, products, and yield As a reaction SMILES: [CH2:1]([N:3]1[C:7]([CH:8]([CH3:10])[CH3:9])=[C:6]([CH2:11][CH2:12][N:13]([CH2:15][CH:16]([OH:25])[CH2:17][C:18]([O:20]C(C)(C)C)=[O:19])[OH:14])[C:5]([C:26]2[CH:31]=[CH:30][C:29]([F:32])=[CH:28][CH:27]=2)=[C:4]1[C:33]1[CH:38]=[CH:37][CH:36]=[CH:35][CH:34]=1)[CH3:2].C(Cl)(Cl)[Cl:40].CO>>[ClH:40].[CH2:1]([N:3]1[C:7]([CH:8]([CH3:9])[CH3:10])=[C:6]([CH2:11][CH2:12][N:13]([CH2:15][CH:16]([OH:25])[CH2:17][C:18]([OH:20])=[O:19])[OH:14])[C:5]([C:26]2[CH:27]=[CH:28][C:29]([F:32])=[CH:30][CH:31]=2)=[C:4]1[C:33]1[CH:38]=[CH:37][CH:36]=[CH:35][CH:34]=1)[CH3:2] |f:1.2,3.4|. Starting materials: C(C)N1C(=C(C(=C1C(C)C)CCN(O)CC(CC(=O)OC(C)(C)C)O)C1=CC=C(C=C1)F)C1=CC=CC=C1 (N-{2-[1-Ethyl-3-(4-fluorophenyl)-5-isopropyl-2-phenylpyrrol-4-yl]ethyl}-N-(3-tertiary butoxycarbonyl-2-hydroxypropyl)hydroxylamine), C(Cl)(Cl)Cl.CO (chloroform methanol). Product: Cl.C(C)N1C(=C(C(=C1C(C)C)CCN(O)CC(CC(=O)O)O)C1=CC=C(C=C1)F)C1=CC=CC=C1 (N-{2-[1-Ethyl-3-(4-fluorophenyl)-5-isopropyl-2-phenylpyrrol-4-yl]-ethyl}-N-(3-carboxy-2-hydroxypropyl)hydroxylamine hydrochloride). Reported procedure: The compound is obtained from the compound from Example 10 analogously to Example 8. Colorless foam Rf =0.2 (chloroform/methanol 5:1) Starting materials: C1CO1, CO, CC#N, NS(=O)(=O)c1cc2c(s1)CNCC2. Yields the product NS(=O)(=O)c1cc2c(s1)CN(CCO)CC2. RXN SMILES: [CH2:14]1[CH2:15][O:16]1.[CH3:17][OH:18].[CH3:19][C:20]#[N:21].[S:1]([NH2:2])(=[O:3])(=[O:4])[c:5]1[cH:6][c:7]2[c:8]([s:13]1)[CH2:9][NH:10][CH2:11][CH2:12]2>>[S:1]([NH2:2])(=[O:3])(=[O:4])[c:5]1[cH:6][c:7]2[c:8]([s:13]1)[CH2:9][N:10]([CH2:14][CH2:15][OH:16])[CH2:11][CH2:12]2. The reactants are CC(C)(C)NCC(CO)(CO)[N+](=O)[O-], Cl, C1CCOC1, c1ccc(P(c2ccccc2)c2ccccc2)cc1. Yields the product CC(C)(C)N1CC(CO)([N+](=O)[O-])C1, Cl. As a reaction SMILES: [C:2]([CH3:3])([CH3:4])([CH3:5])[NH:6][CH2:7][C:8]([CH2:9][OH:10])([N+:11](=[O:12])[O-:13])[CH2:14][OH:15].[ClH:1].[O:35]1[CH2:36][CH2:37][CH2:38][CH2:39]1.[c:16]1([P:17]([c:18]2[cH:19][cH:20][cH:21][cH:22][cH:23]2)[c:24]2[cH:25][cH:26][cH:27][cH:28][cH:29]2)[cH:30][cH:31][cH:32][cH:33][cH:34]1>>[C:2]([CH3:3])([CH3:4])([CH3:5])[N:6]1[CH2:7][C:8]([CH2:9][OH:10])([N+:11](=[O:12])[O-:13])[CH2:14]1.[ClH:1].